This data is from the Open Reaction Database (ORD), a public repository of structured organic reaction records. The task is: describe an organic reaction: reactants, conditions, products, and yield Solvent: C(Cl)Cl (CH2Cl2), C(CC)O (n-PrOH). Starting materials: C1=CC=C(C=C1)P(C2=CC=CC=C2)C3=CC=CC=C3 (PPh3), C(C)C(CC)C=1C=2N(N=C(C1)C)C(=C(N2)C)I (8-(1-ethyl-propyl)-3-iodo-2,6-dimethyl-imidazo[1,2-b]pyridazine), CN1C(=CC2=CC(=CC=C12)C)B(O)O (1,5-dimethyl-1H-indole-2-boronic acid), C(=O)([O-])[O-].[Na+].[Na+] (Na2CO3). The reagents and catalysts are CC(=O)[O-].CC(=O)[O-].[Pd+2] (Pd(OAc)2). Procedure: A solution of 8-(1-ethyl-propyl)-3-iodo-2,6-dimethyl-imidazo[1,2-b]pyridazine (0.10 g, 0.29 mmol), 1,5-dimethyl-1H-indole-2-boronic acid (0.060 g, 0.32 mmol), 2M Na2CO3 (0.22 mL, 0.44 mmol), and n-PrOH (1.5 mL) is degassed with nitrogen for 10 minutes. Pd(OAc)2 (0.0013 g, 0.0058 mmol), and PPh3 (0.0046 g, 0.017 mmol) are added and the solution is heated at a reflux for two days. The solution is diluted with CH2Cl2 (50 mL), washed with 10% Na2CO3 (30 mL), water (30 mL), brine (30 mL), dried over ... Yield: 9.7%. The product is CN1C(=CC2=CC(=CC=C12)C)C1=C(N=C2N1N=C(C=C2C(CC)CC)C)C (3-(1,5-dimethyl-1H-indol-2-yl)-8-(1-ethyl-propyl)-2,6-dimethyl-imidazo[1,2-b]pyridazine). As a reaction SMILES: [CH2:1]([CH:3]([C:6]1[C:7]2[N:8]([C:13](I)=[C:14]([CH3:16])[N:15]=2)[N:9]=[C:10]([CH3:12])[CH:11]=1)[CH2:4][CH3:5])[CH3:2].[CH3:18][N:19]1[C:27]2[C:22](=[CH:23][C:24]([CH3:28])=[CH:25][CH:26]=2)[CH:21]=[C:20]1B(O)O.C([O-])([O-])=O.[Na+].[Na+].C1C=CC(P(C2C=CC=CC=2)C2C=CC=CC=2)=CC=1>C(Cl)Cl.CC([O-])=O.CC([O-])=O.[Pd+2].C(O)CC>[CH3:18][N:19]1[C:27]2[C:22](=[CH:23][C:24]([CH3:28])=[CH:25][CH:26]=2)[CH:21]=[C:20]1[C:13]1[N:8]2[N:9]=[C:10]([CH3:12])[CH:11]=[C:6]([CH:3]([CH2:4][CH3:5])[CH2:1][CH3:2])[C:7]2=[N:15][C:14]=1[CH3:16] |f:2.3.4,7.8.9|.